From a dataset of the Open Reaction Database (ORD), a public repository of structured organic reaction records. describe an organic reaction: reactants, conditions, products, and yield The reactants are C(#N)[BH3-].[Na+] (sodium cyanoborohydride), NC=1C=C2C(NC(N(C2=CC1)CCCCN1CCC(CC1)OC(C1=CC=CC=C1)C1=CC=CC=C1)=O)=O (6-Amino-2,4-dioxo-1-[4-(4-diphenylmethoxypiperidino)butyl)-1,2,3,4-tetrahydroquinazoline), C(C)(=O)O (acetic acid), C=O (formaldehyde). Solvent: CO (methanol), CO (methanol). Run at time 1.5 hour. Yields the product CN(C=1C=C2C(NC(N(C2=CC1)CCCCN1CCC(CC1)OC(C1=CC=CC=C1)C1=CC=CC=C1)=O)=O)C (6-Dimethylamino-2,4-dioxo-1-[4-(4-diphenylmethoxypiperidino)butyl]-1,2,3,4-tetrahydroquinazoline). Isolated yield 50.0%. As a reaction SMILES: N[C:2]1[CH:3]=[C:4]2[C:9](=[CH:10][CH:11]=1)[N:8]([CH2:12][CH2:13][CH2:14][CH2:15][N:16]1[CH2:21][CH2:20][CH:19]([O:22][CH:23]([C:30]3[CH:35]=[CH:34][CH:33]=[CH:32][CH:31]=3)[C:24]3[CH:29]=[CH:28][CH:27]=[CH:26][CH:25]=3)[CH2:18][CH2:17]1)[C:7](=[O:36])[NH:6][C:5]2=[O:37].[C:38](O)(=O)C.C=O.[C:44]([BH3-])#[N:45].[Na+]>CO>[CH3:38][N:45]([CH3:44])[C:2]1[CH:3]=[C:4]2[C:9](=[CH:10][CH:11]=1)[N:8]([CH2:12][CH2:13][CH2:14][CH2:15][N:16]1[CH2:21][CH2:20][CH:19]([O:22][CH:23]([C:30]3[CH:35]=[CH:34][CH:33]=[CH:32][CH:31]=3)[C:24]3[CH:29]=[CH:28][CH:27]=[CH:26][CH:25]=3)[CH2:18][CH2:17]1)[C:7](=[O:36])[NH:6][C:5]2=[O:37] |f:3.4|. Procedure details: 6-Amino-2,4-dioxo-1-[4-(4-diphenylmethoxypiperidino)butyl)-1,2,3,4-tetrahydroquinazoline (800 mg) obtained in Example 40 was suspended in methanol (8.0 ml), and to this mixture acetic acid (0.8 ml) and 37% formaldehyde (0.8 ml) were added and the mixture was stirred for 1.5 hours. A solution of sodium cyanoborohydride (141 mg) in methanol (4.0 ml) was added dropwise and the mixture was stirred at room temperature for 27 hours. The reaction mixture was concentrated under reduced pressure, diluted... The reactants are NCC(=O)N[C@H](C)C(=O)O (Glycyl-D-alanine), C1(CCC(N1N(CC(=O)[O-])C(CSC(C1=CC=CC=C1)=O)=O)=O)=O (succinimidyl-N-(S-benzoylmercaptoacetyl)glycinate), ( 2 ), NCC(=O)N[C@H](C)C(=O)O (glycyl-D-alanine). Run in O (water), C(C)O (ethanol), O (water). Run at temperature 70 celsius. The product is C1(CCC(N1N(CC(=O)[O-])C(CSC(C1=CC=CC=C1)=O)=O)=O)=O (Succinimidyl-N-(S-benzoylmercaptoacetyl)glycinate), C(C1=CC=CC=C1)(=O)SCC(=O)NCC(=O)N[C@H](C)C(=O)O (benzoylmercaptoacetylglycyl-D-alanine). Yield: 31.6%. RXN SMILES: [NH2:1][CH2:2][C:3]([NH:5][C@@H:6]([C:8]([OH:10])=[O:9])[CH3:7])=[O:4].[C:11]1(=[O:34])[N:15]([N:16]([C:21](=[O:32])[CH2:22][S:23][C:24](=[O:31])[C:25]2[CH:30]=[CH:29][CH:28]=[CH:27][CH:26]=2)[CH2:17][C:18]([O-:20])=[O:19])[C:14](=[O:33])[CH2:13][CH2:12]1>O.C(O)C>[C:14]1(=[O:33])[N:15]([N:16]([C:21](=[O:32])[CH2:22][S:23][C:24](=[O:31])[C:25]2[CH:30]=[CH:29][CH:28]=[CH:27][CH:26]=2)[CH2:17][C:18]([O-:20])=[O:19])[C:11](=[O:34])[CH2:12][CH2:13]1.[C:24]([S:23][CH2:22][C:21]([NH:1][CH2:2][C:3]([NH:5][C@@H:6]([C:8]([OH:10])=[O:9])[CH3:7])=[O:4])=[O:32])(=[O:31])[C:25]1[CH:30]=[CH:29][CH:28]=[CH:27][CH:26]=1. Procedure details: Succinimidyl-N-(S-benzoylmercaptoacetyl)glycinate is prepared according to the method described by R. F. Schneider et al, Journal of Nuclear Medicine 25 (2), 223-229 (1984). Glycyl-D-alanine in an amount of 250 mg is dissolved in 15 ml of water and the mixture is heated to 70° C. on a water bath. Meanwhile, 1 g of succinimidyl-N-(S-benzoylmercaptoacetyl)glycinate is dissolved in 40 ml of ethanol and the mixture is heated to 70° C. on a water bath. The solution of glycyl-D-alanine in water is add... Starting materials: NN1CCOC1=O, CC(=O)c1cnc2nnn(Cc3ccc4ncccc4c3)c2n1. The product is CC(=NN1CCOC1=O)c1cnc2nnn(Cc3ccc4ncccc4c3)c2n1. As a reaction SMILES: [NH2:24][N:25]1[C:26](=[O:30])[O:27][CH2:28][CH2:29]1.[n:1]1[cH:2][cH:3][cH:4][c:5]2[cH:6][c:7]([CH2:11][n:12]3[n:13][n:14][c:15]4[c:16]3[n:17][c:18]([C:21]([CH3:22])=[O:23])[cH:19][n:20]4)[cH:8][cH:9][c:10]12>>[n:1]1[cH:2][cH:3][cH:4][c:5]2[cH:6][c:7]([CH2:11][n:12]3[n:13][n:14][c:15]4[c:16]3[n:17][c:18]([C:21]([CH3:22])=[N:24][N:25]3[C:26](=[O:30])[O:27][CH2:28][CH2:29]3)[cH:19][n:20]4)[cH:8][cH:9][c:10]12. Starting materials: Br.BrCCCC=1C=NC=CC1 (3-(3-Bromopropyl)pyridine hydrobromide), O=C(CS(=O)(=O)C=1C=C(C=C(C1OCCC)O)[C@@H]1O[C@H](CC1)C1=CC(=C(C(=C1)OC)OC)OC)C (trans-2-[3-(2-Oxopropylsulfonyl)-4-n-propoxy-5-hydroxyphenyl]-5-(3,4,5-trimethoxyphenyl)tetrahydrofuran), C([O-])([O-])=O (carbonate). Solvent: CN(C)C=O (DMF). Reaction conditions: temperature 70 celsius. The product is O=C(CS(=O)(=O)C=1C=C(C=C(C1OCCC)OCCCC=1C=NC=CC1)[C@@H]1O[C@H](CC1)C1=CC(=C(C(=C1)OC)OC)OC)C (trans-2-[3-(2-Oxopropylsulfonyl)-4-n-propoxy-5-{3-(3-pyridyl)propoxy}phenyl]-5-(3,4,5-trimethoxyphenyl)tetrahydrofuran). RXN SMILES: Br.Br[CH2:3][CH2:4][CH2:5][C:6]1[CH:7]=[N:8][CH:9]=[CH:10][CH:11]=1.[O:12]=[C:13]([CH3:46])[CH2:14][S:15]([C:18]1[CH:19]=[C:20]([C@H:29]2[CH2:33][CH2:32][C@H:31]([C:34]3[CH:39]=[C:38]([O:40][CH3:41])[C:37]([O:42][CH3:43])=[C:36]([O:44][CH3:45])[CH:35]=3)[O:30]2)[CH:21]=[C:22]([OH:28])[C:23]=1[O:24][CH2:25][CH2:26][CH3:27])(=[O:17])=[O:16].C(=O)([O-])[O-]>CN(C=O)C>[O:12]=[C:13]([CH3:46])[CH2:14][S:15]([C:18]1[CH:19]=[C:20]([C@H:29]2[CH2:33][CH2:32][C@H:31]([C:34]3[CH:35]=[C:36]([O:44][CH3:45])[C:37]([O:42][CH3:43])=[C:38]([O:40][CH3:41])[CH:39]=3)[O:30]2)[CH:21]=[C:22]([O:28][CH2:3][CH2:4][CH2:5][C:6]2[CH:7]=[N:8][CH:9]=[CH:10][CH:11]=2)[C:23]=1[O:24][CH2:25][CH2:26][CH3:27])(=[O:16])=[O:17] |f:0.1|. Reported procedure: 3-(3-Bromopropyl)pyridine hydrobromide (51 mg, 0.18 mmol) was added to a solution of trans-2-[3-(2-oxopropylsulfonyl)-4-n-propoxy-5-(2-hydroxy)phenyl]-5-(3,4,5-trimethoxyphenyl)tetrahydrofuran (50.8 mg, 0.1 mmol) [Example 1, Step L] in DMF (2 mL) containing postassium carbonate (28 mg, 0.2 mmol), and the reaction mixture was heated at 70° C. for 1 h. The product was extracted with ethyl ether in the usualy way and purified by preparative TLC (hexane-ethyl acetate; 1:2, v/v) Rf 0.15; MS, m/z 628 ... Starting materials: CCCBr, CN(C)C=O, Cc1cn(Nc2cc(Cl)ncn2)c2ccccc12, [H-], [Na+], O. The product is CCCN(c1cc(Cl)ncn1)n1cc(C)c2ccccc21. As a reaction SMILES: [Br:21][CH2:22][CH2:23][CH3:24].[CH3:26][N:27]([CH3:28])[CH:29]=[O:30].[Cl:3][c:4]1[cH:5][c:6]([NH:10][n:11]2[cH:12][c:13]([CH3:20])[c:14]3[cH:15][cH:16][cH:17][cH:18][c:19]23)[n:7][cH:8][n:9]1.[H-:2].[Na+:1].[OH2:25]>>[Cl:3][c:4]1[cH:5][c:6]([N:10]([n:11]2[cH:12][c:13]([CH3:20])[c:14]3[cH:15][cH:16][cH:17][cH:18][c:19]23)[CH2:22][CH2:23][CH3:24])[n:7][cH:8][n:9]1. The reactants are COC1=C(C=C(C=O)C=C1)OCCC1=CC=CC=C1 (4-methoxy-3-(2-phenylethoxy)benzaldehyde), CCC(C(=O)OCC)P(=O)(OCC)OCC (triethyl 2-phosphonobutyrate), C([O-])([O-])=O.[K+].[K+] (potassium carbonate). Reaction conditions: time 8 hour. Product: COC1=C(C=C(C=C1)C=C(C(=O)OCC)CC)OCCC1=CC=CC=C1 (ethyl 3-[4-methoxy-3-(2-phenylethoxy)phenyl]-2-ethylacrylate). Yield: 58.0%. RXN SMILES: [CH3:1][O:2][C:3]1[CH:10]=[CH:9][C:6]([CH:7]=O)=[CH:5][C:4]=1[O:11][CH2:12][CH2:13][C:14]1[CH:19]=[CH:18][CH:17]=[CH:16][CH:15]=1.[CH3:20][CH2:21][CH:22](P(OCC)(OCC)=O)[C:23]([O:25][CH2:26][CH3:27])=[O:24].C(=O)([O-])[O-].[K+].[K+]>>[CH3:1][O:2][C:3]1[CH:10]=[CH:9][C:6]([CH:7]=[C:22]([CH2:21][CH3:20])[C:23]([O:25][CH2:26][CH3:27])=[O:24])=[CH:5][C:4]=1[O:11][CH2:12][CH2:13][C:14]1[CH:19]=[CH:18][CH:17]=[CH:16][CH:15]=1 |f:2.3.4|. Reported procedure: A mixture of 4-methoxy-3-(2-phenylethoxy)benzaldehyde (5.09 g), triethyl 2-phosphonobutyrate (10.76 g) and an aqueous solution of 6 M potassium carbonate (8.3 ml) was heated to 150° C. (oil bath temperature) and stirred vigorously for 8 hours. After the reaction mixture was cooled to room temperature, it was extracted with toluene. The toluene extract was washed with an aqueous solution of 0.5 N sodium hydroxide and a saturated aqueous solution of NaCl in consecutive order and dried over anhydro... The reactants are OO (H2O2), N1N=NN=C1C1=CC=C(C=C1)C1=NC2=CC=C(C=C2C=C1C)OC (2-(4-(1H-tetrazol-5-yl)phenyl)-6-methoxy-3-methylquinoline), N1N=NN=C1C1=CC=C(C=C1)C1=NC2=CC=C(C=C2C=C1C)OC (2-(4-(1H-tetrazol-5-yl)phenyl)-6-methoxy-3-methylquinoline), [OH-].[Na+] (NaOH). The solvent is CS(=O)C (DMSO). Conditions: temperature 0 celsius, time 30 minute. The product is COC=1C=C2C=CC(=NC2=CC1)C1=CC=C(C(=O)N)C=C1 (4-(6-methoxyquinolin-2-yl)benzamide). As a reaction SMILES: N1[C:5]([C:6]2[CH:11]=[CH:10][C:9]([C:12]3[C:21](C)=[CH:20][C:19]4[C:14](=[CH:15][CH:16]=[C:17]([O:23][CH3:24])[CH:18]=4)[N:13]=3)=[CH:8][CH:7]=2)=[N:4]N=N1.[OH-:25].[Na+].OO>CS(C)=O>[CH3:24][O:23][C:17]1[CH:18]=[C:19]2[C:14](=[CH:15][CH:16]=1)[N:13]=[C:12]([C:9]1[CH:10]=[CH:11][C:6]([C:5]([NH2:4])=[O:25])=[CH:7][CH:8]=1)[CH:21]=[CH:20]2 |f:1.2|. Procedure: To a suspension of 4-(6-methoxyquinolin-2-yl)benzonitrile (5.00 g, 15.4 mmol, prepared following Scheme 2, Step 1 starting from Intermediate 1 and 4-cyanophenylboronic acid) in DMSO (40 mL) was added aqueous NaOH (1M, 10 mL). The mixture was cooled to 0° C. The aqueous H2O2 (30%, 30 mL) was added dropwise. After addition, the mixture was stirred at 0° C. for 30 minutes. The mixture was quenched with saturated Na2SO3 (100 mL) and filtered. The precipitate was washed with H2O (50 mL) and MeOH (50 ...